Dataset: the Open Reaction Database (ORD), a public repository of structured organic reaction records. Task: describe an organic reaction: reactants, conditions, products, and yield Reactants: C(C)(C)(C)OC(=O)NCC1CN(CC1)CCCCNC(=O)C1=CN(C2=CC=CC=C12)C (N-(4-(3-tert-Butoxycarbonylaminomethylpyrrolidin-1-yl)butyl)-1-methyl-1 H-indole-3-carboxamide), NC1=CC(=C(C(=O)O)C=C1Cl)OCC1CC1 (4-amino-5-chloro-2-cyclopropylmethyloxybenzoic acid). Yields the product NC1=CC(=C(C(=O)NCC2CN(CC2)CCCCNC(=O)C2=CN(C3=CC=CC=C23)C)C=C1Cl)OCC1CC1 (N-(4-(3-(4-amino-5-chloro-2-cyclopropylmethyloxybenzoylaminomethyl)-pyrrolidin-1-yl)butyl)-1-methyl-1 H-indole-3-carboxamide). Reaction SMILES: C(O[C:6]([NH:8][CH2:9][CH:10]1[CH2:14][CH2:13][N:12]([CH2:15][CH2:16][CH2:17][CH2:18][NH:19][C:20]([C:22]2[C:30]3[C:25](=[CH:26][CH:27]=[CH:28][CH:29]=3)[N:24]([CH3:31])[CH:23]=2)=[O:21])[CH2:11]1)=[O:7])(C)(C)C.[NH2:32][C:33]1[C:41]([Cl:42])=[CH:40][C:36](C(O)=O)=[C:35]([O:43][CH2:44][CH:45]2[CH2:47][CH2:46]2)[CH:34]=1>>[NH2:32][C:33]1[C:41]([Cl:42])=[CH:40][C:36]([C:6]([NH:8][CH2:9][CH:10]2[CH2:14][CH2:13][N:12]([CH2:15][CH2:16][CH2:17][CH2:18][NH:19][C:20]([C:22]3[C:30]4[C:25](=[CH:26][CH:27]=[CH:28][CH:29]=4)[N:24]([CH3:31])[CH:23]=3)=[O:21])[CH2:11]2)=[O:7])=[C:35]([O:43][CH2:44][CH:45]2[CH2:46][CH2:47]2)[CH:34]=1. Procedure: N-(4-(3-tert-Butoxycarbonylaminomethylpyrrolidin-1-yl)butyl)-1-methyl-1 H-indole-3-carboxamide (1.00 g) as starting compound was reacted and treated in the same manner as in Example 67 using 4-amino-5-chloro-2-cyclopropylmethyloxybenzoic acid (0.56 g) to give N-(4-(3-(4-amino-5-chloro-2-cyclopropylmethyloxybenzoylaminomethyl)-pyrrolidin-1-yl)butyl)-1-methyl-1 H-indole-3-carboxamide. Reactants: CN[C@@H]1C[C@H]2O[C@@](C)([C@@H]1OC)n1c3ccccc3c3c4c(c5c6ccccc6n2c5c31)C(=O)NC4 (staurosporine), O=CCCN1C(=O)c2ccccc2C1=O. The reagents and catalysts are CC(C)[O-].CC(C)[O-].CC(C)[O-].CC(C)[O-].[Ti+4] (Ti(OiPr)4), CC(=O)O (acetic acid), CC(=O)O[BH-](OC(C)=O)OC(C)=O.[Na+] (Sodium triacetoxyborohydride). The solvent is CN1CCCC1=O (NMP), CN1CCCC1=O (NMP), CN1CCCC1=O (NMP), CN1CCCC1=O (NMP), CN1CCCC1=O (NMP), CN1CCCC1=O (NMP), CN1CCCC1=O (NMP). Reaction conditions: temperature 22 celsius, time 18 hour. Yields the product CO[C@@H]1[C@@H](C[C@H]2O[C@]1(C)n3c4ccccc4c5c6CNC(=O)c6c7c8ccccc8n2c7c35)N(C)CCCN9C(=O)c%10ccccc%10C9=O, CN[C@@H]1C[C@H]2O[C@@](C)([C@@H]1OC)n1c3ccccc3c3c4c(c5c6ccccc6n2c5c31)C(=O)NC4 (Staurosporine), O=CCCN1C(=O)c2ccccc2C1=O. The reactants are C(C)(C)N(CC)CC (iPrNEt2), C1(=CC=CC=C1)NN (phenylhydrazine), NCC=1C=NC=CC1 (3-aminomethylpyridine), CC=1N(C(C=C2C1C(N(N2C(CCCOC2=CC=CC=C2)=O)C2=CC=CC=C2)=O)=O)CC=2C=NC=CC2 (4-methyl-1-(4-phenoxybutanoyl)-2-phenyl-5-(pyridin-3-ylmethyl)-1H-pyrazolo[4,3-c]pyridine-3,6(2H,5H)-dione), C(C)(C)N(CC)CC (iPrNEt2), O=C(CC(=O)OC)CC(=O)OC (dimethyl 3-oxopentanedioate), C(C)OC(C)(OCC)OCC (1,1,1-triethoxyethane), COC=1C=C(C=CC1)CC(=O)Cl (3-methoxyphenyl-acetyl chloride). Solvent: CN(C)C=O (DMF). Run at temperature 0 celsius, time 30 minute. The product is COC=1C=C(C=CC1)CC(=O)N1N(C(C2=C(N(C(C=C21)=O)CC=2C=NC=CC2)C)=O)C2=CC=CC=C2 (1-[(3-methoxyphenyl)acetyl]-4-methyl-2-phenyl-5-(pyridin-3-ylmethyl)-1H-pyrazolo[4,3-c]pyridine-3,6(2H,5H)-dione). The yield is 53.0%. RXN SMILES: [C:1]1([NH:7][NH2:8])[CH:6]=[CH:5][CH:4]=[CH:3][CH:2]=1.O=C(CC(OC)=O)CC(OC)=O.C(OC(OCC)(OCC)C)C.NCC1C=NC=CC=1.[CH3:40][C:41]1[N:42]([CH2:70][C:71]2[CH:72]=[N:73][CH:74]=[CH:75][CH:76]=2)[C:43](=[O:69])[CH:44]=[C:45]2N(C(=O)CCCOC3C=CC=CC=3)N(C3C=CC=CC=3)[C:47](=[O:68])[C:46]=12.C(N(CC)CC)(C)C.[CH3:85][O:86][C:87]1[CH:88]=[C:89]([CH2:93][C:94](Cl)=[O:95])[CH:90]=[CH:91][CH:92]=1>CN(C=O)C>[CH3:85][O:86][C:87]1[CH:88]=[C:89]([CH2:93][C:94]([N:8]2[C:45]3[C:46](=[C:41]([CH3:40])[N:42]([CH2:70][C:71]4[CH:72]=[N:73][CH:74]=[CH:75][CH:76]=4)[C:43](=[O:69])[CH:44]=3)[C:47](=[O:68])[N:7]2[C:1]2[CH:6]=[CH:5][CH:4]=[CH:3][CH:2]=2)=[O:95])[CH:90]=[CH:91][CH:92]=1. Procedure: Following the general methods as outlined in Example 7, starting from phenylhydrazine, dimethyl 3-oxopentanedioate, 1,1,1-triethoxyethane, 3-aminomethylpyridine and acylation of the corresponding intermediate compound according to Formula (Ia) the following procedure was used: to a solution of 4-methyl-1-(4-phenoxybutanoyl)-2-phenyl-5-(pyridin-3-ylmethyl)-1H-pyrazolo[4,3-c]pyridine-3,6(2H,5H)-dione (4)(Compound Ib, Scheme 1) (0.100 g, 0.301 mmol, 1 equiv.) in 3.2 mL of DMF was added dropwise iPr... Reactants: NC1=C(C(=O)N)C=CC(=C1)C (2-amino-4-methylbenzamide), FC(C(=O)[O-])(C1=NC=C(C=C1)F)F.[Na+] (sodium 2,2-difluoro-2-(5-fluoropyridin-2-yl)acetate), O (water), C[Si](C)(C)OP(=O)=O (trimethylsilyl polyphosphate). The solvent is CCOC(=O)C (EtOAc). Conditions: temperature 130 celsius, time 1 hour. Yields the product FC(C1=NC2=CC(=CC=C2C(=N1)O)C)(C1=NC=C(C=C1)F)F (2-(difluoro(5-fluoropyridin-2-yl)methyl)-7-methylquinazolin-4-ol). The yield is 66.6%. RXN SMILES: [NH2:1][C:2]1[CH:10]=[C:9]([CH3:11])[CH:8]=[CH:7][C:3]=1[C:4]([NH2:6])=[O:5].[F:12][C:13]([F:24])([C:17]1[CH:22]=[CH:21][C:20]([F:23])=[CH:19][N:18]=1)[C:14]([O-])=O.[Na+].C[Si](OP(=O)=O)(C)C.O>CCOC(C)=O>[F:24][C:13]([F:12])([C:17]1[CH:22]=[CH:21][C:20]([F:23])=[CH:19][N:18]=1)[C:14]1[N:6]=[C:4]([OH:5])[C:3]2[C:2](=[CH:10][C:9]([CH3:11])=[CH:8][CH:7]=2)[N:1]=1 |f:1.2|. Reported procedure: To a mixture of 2-amino-4-methylbenzamide (804 mg, 5.36 mmol) and sodium 2,2-difluoro-2-(5-fluoropyridin-2-yl)acetate from Example 2 Step B (1.25 g, 5.89 mmol) was added trimethylsilyl polyphosphate (ca. 10 mL) and the mixture was heated at 130° C. in a sand bath overnight. The mixture was allowed to cool to rt, and then water (75 mL) and EtOAc (75 mL) were added and the mixture was stirred at rt for 1 h. The organic layer was separated, washed with brine, dried over Na2SO4, filtered and concent... Starting materials: NC1=NC(=C(C(=N1)C=1OC=CC1)C#N)OCC1=NC=CC=C1C (2-amino-4-furan-2-yl-6-(3-methyl-pyridin-2-ylmethoxy)-pyrimidine-5-carbonitrile), M{79Br} H+, BrN1C(CCC1=O)=O (N-bromosuccinimide), M{81Br} H+. Solvent: CN(C)C=O (DMF). The product is NC1=NC(=C(C(=N1)C=1OC(=CC1)Br)C#N)OCC1=NC=CC=C1C (2-Amino-4-(5-bromo-furan-2-yl)-6-(3-methyl-pyridin-2-ylmethoxy)-pyrimidine-5-carbonitrile). RXN SMILES: [NH2:1][C:2]1[N:7]=[C:6]([C:8]2[O:9][CH:10]=[CH:11][CH:12]=2)[C:5]([C:13]#[N:14])=[C:4]([O:15][CH2:16][C:17]2[C:22]([CH3:23])=[CH:21][CH:20]=[CH:19][N:18]=2)[N:3]=1.[Br:24]N1C(=O)CCC1=O>CN(C=O)C>[NH2:1][C:2]1[N:7]=[C:6]([C:8]2[O:9][C:10]([Br:24])=[CH:11][CH:12]=2)[C:5]([C:13]#[N:14])=[C:4]([O:15][CH2:16][C:17]2[C:22]([CH3:23])=[CH:21][CH:20]=[CH:19][N:18]=2)[N:3]=1. Reported procedure: From 2-amino-4-furan-2-yl-6-(3-methyl-pyridin-2-ylmethoxy)-pyrimidine-5-carbonitrile and N-bromosuccinimide in DMF. ES-MS m/e (%): 388 (M{81Br}+H+, 100), 386 (M{79Br}+H+, 90). The reactants are C(=O)(OC)C1=CC(N=C2N1C1=C(C(=NC2)C2=C(C=CC=C2)Cl)C=C(C=C1)Cl)=O (1-carbomethoxy-9-chloro-7-(o-chlorophenyl)pyrimido[1,2-a][1,4]benzodiazepin-3(5H)-one), [H-].[Al+3].[Li+].[H-].[H-].[H-] (lithium aluminum hydride). The product is OCC1=CC(N=C2N1C1=C(C(=NC2)C2=C(C=CC=C2)Cl)C=C(C=C1)Cl)=O (1-hydroxymethyl-9-chloro-7-(o-chlorophenyl)pyrimido[1,2-a][1,4]benzodiazepin-3(5H)-one). Reaction SMILES: [C:1]([C:5]1[N:10]2[C:11]3[CH:26]=[CH:25][C:24]([Cl:27])=[CH:23][C:12]=3[C:13]([C:16]3[CH:21]=[CH:20][CH:19]=[CH:18][C:17]=3[Cl:22])=[N:14][CH2:15][C:9]2=[N:8][C:7](=[O:28])[CH:6]=1)(OC)=[O:2].[H-].[Al+3].[Li+].[H-].[H-].[H-]>>[OH:2][CH2:1][C:5]1[N:10]2[C:11]3[CH:26]=[CH:25][C:24]([Cl:27])=[CH:23][C:12]=3[C:13]([C:16]3[CH:21]=[CH:20][CH:19]=[CH:18][C:17]=3[Cl:22])=[N:14][CH2:15][C:9]2=[N:8][C:7](=[O:28])[CH:6]=1 |f:1.2.3.4.5.6|. Procedure: In the manner given in Example 37, 1-carbomethoxy-9-chloro-7-(o-chlorophenyl)pyrimido[1,2-a][1,4]benzodiazepin-3(5H)-one was reduced with lithium aluminum hydride to give 1-hydroxymethyl-9-chloro-7-(o-chlorophenyl)pyrimido[1,2-a][1,4]benzodiazepin-3(5H)-one. Starting materials: NC1=CC=C(C#N)C=C1 (p-aminobenzonitrile), C(C)C1=CC=C(C=O)C=C1 (p-ethylbenzaldehyde), C1(=CC=C(C=C1)S(=O)(=O)O)C (p-toluenesulfonic acid). Run in C1=CC=CC=C1 (benzene). Reaction conditions: temperature 120 celsius. Product: C(C)C1=CC=C(C=NC2=CC=C(C#N)C=C2)C=C1 (p-[(p-ethylbenzyliden)amino]benzonitrile). As a reaction SMILES: [NH2:1][C:2]1[CH:9]=[CH:8][C:5]([C:6]#[N:7])=[CH:4][CH:3]=1.[CH2:10]([C:12]1[CH:19]=[CH:18][C:15]([CH:16]=O)=[CH:14][CH:13]=1)[CH3:11].C1(C)C=CC(S(O)(=O)=O)=CC=1>C1C=CC=CC=1>[CH2:10]([C:12]1[CH:19]=[CH:18][C:15]([CH:16]=[N:1][C:2]2[CH:9]=[CH:8][C:5]([C:6]#[N:7])=[CH:4][CH:3]=2)=[CH:14][CH:13]=1)[CH3:11]. Procedure details: A mixture of 5.9 g. of p-aminobenzonitrile and 6.7 g. of p-ethylbenzaldehyde in 100 ml. of benzene is treated with 150 mg. of p-toluenesulfonic acid, gassed with nitrogen and heated at reflux for 1 hour (bath temperature 120° C.). The water which forms is separated by means of a water separator. During an additional 1 hour of refluxing, the benzene which condenses in the reflux condenser is led back to the reaction vessel through a layer of 50 g. of aluminum oxide (activity I). After cooling, 2 ...